This data is from the Open Reaction Database (ORD), a public repository of structured organic reaction records. The task is: describe an organic reaction: reactants, conditions, products, and yield Starting materials: C(#C)[Mg]Br (ethynylmagnesium bromide), CN1C(C(CCC1)=O)=O (1-methylpiperidine-2,3-dione). The solvent is O1CCCC1 (tetrahydrofuran). Conditions: time 1 minute. Yields the product C(#C)C1(C(N(CCC1)C)=O)O (3-ethynyl-3-hydroxy-1-methylpiperidin-2-one). The yield is 30.0%. As a reaction SMILES: [C:1]([Mg]Br)#[CH:2].[CH3:5][N:6]1[CH2:11][CH2:10][CH2:9][C:8](=[O:12])[C:7]1=[O:13]>O1CCCC1>[C:1]([C:8]1([OH:12])[CH2:9][CH2:10][CH2:11][N:6]([CH3:5])[C:7]1=[O:13])#[CH:2]. Procedure details: To a solution of ethynylmagnesium bromide (0.5M in tetrahydrofuran, 4 mL, 2 mmol) maintained under nitrogen at −20° C. was added a solution of 1-methylpiperidine-2,3-dione (220 mg, 0.87 mmol) in tetrahydrofuran (3 mL) dropwise with stirring within 1 min. The reaction mixture was stirred for 2 hr at room temperature and then quenched by the addition of saturated ammonium chloride solution (1 mL). The mixture was diluted with DCM (50 mL), dried over anhydrous sodium sulfate and concentrated under ...